This data is from the Open Reaction Database (ORD), a public repository of structured organic reaction records. The task is: describe an organic reaction: reactants, conditions, products, and yield The reactants are BrC1=CC=C2CC(N(CC2=C1)C1=NC(=NC(=C1)N1CCN(CC1)C)N)C (4-(7-bromo-3-methyl-3,4-dihydroisoquinolin-2(1H)-yl)-6-(4-methylpiperazin-1-yl)pyrimidin-2-amine), C(C)N1N=CC(=C1)B1OC(C(O1)(C)C)(C)C (1-ethyl-4-(4,4,5,5-tetramethyl-1,3,2-dioxaborolan-2-yl)-1H-pyrazole), C([O-])(O)=O.[Na+] (sodium bicarbonate), O1CCOCC1 (1,4-dioxane). The reagents and catalysts are C=1C=CC(=CC1)[P](C=2C=CC=CC2)(C=3C=CC=CC3)[Pd]([P](C=4C=CC=CC4)(C=5C=CC=CC5)C=6C=CC=CC6)([P](C=7C=CC=CC7)(C=8C=CC=CC8)C=9C=CC=CC9)[P](C=1C=CC=CC1)(C=1C=CC=CC1)C=1C=CC=CC1 (tetrakis(triphenylphosphine)palladium(0)). Run in CO (methanol), O (water). Run at temperature 90 celsius, time 8 hour. Product: C(C)N1N=CC(=C1)C1=CC=C2CC(N(CC2=C1)C1=NC(=NC(=C1)N1CCN(CC1)C)N)C (4-[7-(1-ethyl-1H-pyrazol-4-yl)-3-methyl-3,4-dihydroisoquinolin-2(1H)-yl]-6-(4-methylpiperazin-1-yl)pyrimidin-2-amine). The yield is 63.6%. As a reaction SMILES: Br[C:2]1[CH:11]=[C:10]2[C:5]([CH2:6][CH:7]([CH3:26])[N:8]([C:12]3[CH:17]=[C:16]([N:18]4[CH2:23][CH2:22][N:21]([CH3:24])[CH2:20][CH2:19]4)[N:15]=[C:14]([NH2:25])[N:13]=3)[CH2:9]2)=[CH:4][CH:3]=1.[CH2:27]([N:29]1[CH:33]=[C:32](B2OC(C)(C)C(C)(C)O2)[CH:31]=[N:30]1)[CH3:28].C(=O)(O)[O-].[Na+].O1CCOCC1>CO.C1C=CC([P]([Pd]([P](C2C=CC=CC=2)(C2C=CC=CC=2)C2C=CC=CC=2)([P](C2C=CC=CC=2)(C2C=CC=CC=2)C2C=CC=CC=2)[P](C2C=CC=CC=2)(C2C=CC=CC=2)C2C=CC=CC=2)(C2C=CC=CC=2)C2C=CC=CC=2)=CC=1.O>[CH2:27]([N:29]1[CH:33]=[C:32]([C:2]2[CH:11]=[C:10]3[C:5]([CH2:6][CH:7]([CH3:26])[N:8]([C:12]4[CH:17]=[C:16]([N:18]5[CH2:19][CH2:20][N:21]([CH3:24])[CH2:22][CH2:23]5)[N:15]=[C:14]([NH2:25])[N:13]=4)[CH2:9]3)=[CH:4][CH:3]=2)[CH:31]=[N:30]1)[CH3:28] |f:2.3,^1:59,61,80,99|. Reported procedure: A mixture of 4-(7-bromo-3-methyl-3,4-dihydroisoquinolin-2(1H)-yl)-6-(4-methylpiperazin-1-yl)pyrimidin-2-amine (10 mg, 0.02 mmol; Peak 1, Example 49, Step 7), 1-ethyl-4-(4,4,5,5-tetramethyl-1,3,2-dioxaborolan-2-yl)-1H-pyrazole (5.8 mg, 0.026 mmol), tetrakis(triphenylphosphine)palladium(0) (1.4 mg, 0.0012 mmol), and sodium bicarbonate (6.0 mg, 0.072 mmol) in a solution of 1,4-dioxane (0.2 mL) and water (0.1 mL) in a reaction vial was stirred at 90° C. overnight. It was diluted with methanol. After... The reactants are COC(=O)C1(CCOCC1)C1=CC(=C(C=C1)N)N1CCC(CC1)C (4-[4-amino-3-(4-methyl-piperidin-1-yl)-phenyl]-tetrahydro-pyran-4-carboxylic acid methyl ester), [K+].C(#N)C=1N=C(N(C1)COCC[Si](C)(C)C)C(=O)[O-] (4-Cyano-1-(2-trimethylsilanyl-ethoxymethyl)-1H-imidazole-2-carboxylate potassium salt). The product is COC(=O)C1(CCOCC1)C1=CC(=C(C=C1)NC(=O)C=1N(C=C(N1)C#N)COCC[Si](C)(C)C)N1CCC(CC1)C (4-[4-{[4-Cyano-1-(2-trimethylsilanyl-ethoxymethyl)-1H-imidazole-2-carbonyl]-amino}-3-(4-methyl-piperidin-1-yl)-phenyl]-tetrahydro-pyran-4-carboxylic acid methyl ester). As a reaction SMILES: [CH3:1][O:2][C:3]([C:5]1([C:11]2[CH:16]=[CH:15][C:14]([NH2:17])=[C:13]([N:18]3[CH2:23][CH2:22][CH:21]([CH3:24])[CH2:20][CH2:19]3)[CH:12]=2)[CH2:10][CH2:9][O:8][CH2:7][CH2:6]1)=[O:4].[K+].[C:26]([C:28]1[N:29]=[C:30]([C:41]([O-])=[O:42])[N:31]([CH2:33][O:34][CH2:35][CH2:36][Si:37]([CH3:40])([CH3:39])[CH3:38])[CH:32]=1)#[N:27]>>[CH3:1][O:2][C:3]([C:5]1([C:11]2[CH:16]=[CH:15][C:14]([NH:17][C:41]([C:30]3[N:31]([CH2:33][O:34][CH2:35][CH2:36][Si:37]([CH3:40])([CH3:39])[CH3:38])[CH:32]=[C:28]([C:26]#[N:27])[N:29]=3)=[O:42])=[C:13]([N:18]3[CH2:23][CH2:22][CH:21]([CH3:24])[CH2:20][CH2:19]3)[CH:12]=2)[CH2:10][CH2:9][O:8][CH2:7][CH2:6]1)=[O:4] |f:1.2|. Reported procedure: The title compound is prepared by the procedure of Example 16, step (e) using 4-[4-amino-3-(4-methyl-piperidin-1-yl)-phenyl]-tetrahydro-pyran-4-carboxylic acid methyl ester (as prepared in the previous step) and potassium 4-cyano-1-(2-trimethylsilanyl-ethoxymethyl)-1H-imidazole-2-carboxylate (as prepared in Example 1, step (d)). Starting materials: Cn1nc(-c2c(F)cc(Cl)c3nc(Br)sc23)c(Br)c1OC(F)F, CO, [H-], [Na+]. Yields the product COc1nc2c(Cl)cc(F)c(-c3nn(C)c(OC(F)F)c3Br)c2s1. RXN SMILES: [Br:3][c:4]1[s:5][c:6]2[c:7]([n:8]1)[c:9]([Cl:25])[cH:10][c:11]([F:24])[c:12]2-[c:13]1[n:14][n:15]([CH3:23])[c:16]([O:19][CH:20]([F:21])[F:22])[c:17]1[Br:18].[CH3:26][OH:27].[H-:1].[Na+:2]>>[c:4]1([O:27][CH3:26])[s:5][c:6]2[c:7]([n:8]1)[c:9]([Cl:25])[cH:10][c:11]([F:24])[c:12]2-[c:13]1[n:14][n:15]([CH3:23])[c:16]([O:19][CH:20]([F:21])[F:22])[c:17]1[Br:18].